The task is: describe an organic reaction: reactants, conditions, products, and yield. This data is from the Open Reaction Database (ORD), a public repository of structured organic reaction records. Starting materials: [BH3-]C#N, CO, CC(=O)O, NC1CC1, O=C1CCc2cccc(Cl)c21, [Na+]. Yields the product Clc1cccc2c1C(NC1CC1)CC2. RXN SMILES: [C:20]([BH3-:21])#[N:22].[CH3:24][OH:25].[CH3:5][C:6](=[O:7])[OH:8].[CH:1]1([NH2:4])[CH2:2][CH2:3]1.[Cl:9][c:10]1[cH:11][cH:12][cH:13][c:14]2[c:18]1[C:17](=[O:19])[CH2:16][CH2:15]2.[Na+:23]>>[CH:1]1([NH:4][CH:17]2[CH2:16][CH2:15][c:14]3[cH:13][cH:12][cH:11][c:10]([Cl:9])[c:18]32)[CH2:2][CH2:3]1. The reactants are CC(C)(C)OC(=O)N1CCC(OS(C)(=O)=O)CC1, C1CCC2=NCCCN2CC1, O. The product is CC(C)(C)OC(=O)N1CC=CCC1. Reaction SMILES: [C:1]([CH3:2])([CH3:3])([CH3:4])[O:5][C:6](=[O:7])[N:8]1[CH2:9][CH2:10][CH:11]([O:14][S:15]([CH3:16])(=[O:17])=[O:18])[CH2:12][CH2:13]1.[CH2:19]1[CH2:20][CH2:21][C:22]2=[N:27][CH2:26][CH2:25][CH2:24][N:23]2[CH2:28][CH2:29]1.[OH2:30]>>[C:1]([CH3:2])([CH3:3])([CH3:4])[O:5][C:6](=[O:7])[N:8]1[CH2:9][CH:10]=[CH:11][CH2:12][CH2:13]1. The reactants are N#Cc1ccc(CBr)cc1, CN1CCNCC1, ClCCl. Yields the product CN1CCN(c2ccc(C#N)cc2)CC1. Reaction SMILES: [Br:8][CH2:9][c:10]1[cH:11][cH:12][c:13]([C:14]#[N:15])[cH:16][cH:17]1.[CH3:1][N:2]1[CH2:3][CH2:4][NH:5][CH2:6][CH2:7]1.[Cl:18][CH2:19][Cl:20]>>[CH3:1][N:2]1[CH2:3][CH2:4][N:5]([c:10]2[cH:11][cH:12][c:13]([C:14]#[N:15])[cH:16][cH:17]2)[CH2:6][CH2:7]1. Reactants: ClC=1C=C(C=CC1)C(=N)CC=O ((m-chlorophenyl)formimidoylacetaldehyde), NC(=O)N (urea), C(C)O (ethanol). Yields the product ClC=1C=C(C=CC1)C=1C=NC(=NC1)O (5-(m-Chlorophenyl)-2-pyrimidinol). Reaction SMILES: [Cl:1][C:2]1[CH:3]=[C:4]([C:8]([CH2:10]C=O)=N)[CH:5]=[CH:6][CH:7]=1.[NH2:13][C:14]([NH2:16])=[O:15].[CH2:17](O)C>>[Cl:1][C:2]1[CH:3]=[C:4]([C:8]2[CH:10]=[N:13][C:14]([OH:15])=[N:16][CH:17]=2)[CH:5]=[CH:6][CH:7]=1. Procedure details: By the procedure described in Example 4, (m-chlorophenyl)formimidoylacetaldehyde is reacted with urea to give the product of the Example (recrystallized from ethanol), m.p. 235°-236° C. Starting materials: NC1=CC(=NN1C=1C=C(C=CC1)CO)C(C)(C)C ([3-(5-Amino-3-tert-butyl-pyrazol-1-yl)-phenyl]-methanol), [OH-].[Na+] (NaOH), ClC(=O)OCC(Cl)(Cl)Cl (2,2,2-trichloroethyl chloroformate). Run in CCOC(=O)C (EtOAc). Run at time 1.25 hour. The product is ClC(COC(NC=1N(N=C(C1)C(C)(C)C)C1=CC(=CC=C1)CO)=O)(Cl)Cl ([5-tert-Butyl-2-(3-hydroxymethyl-phenyl)-2H-pyrazol-3-yl]-carbamic acid 2,2,2-trichloro-ethyl ester). Isolated yield 99.8%. Reaction SMILES: [NH2:1][C:2]1[N:6]([C:7]2[CH:8]=[C:9]([CH2:13][OH:14])[CH:10]=[CH:11][CH:12]=2)[N:5]=[C:4]([C:15]([CH3:18])([CH3:17])[CH3:16])[CH:3]=1.[OH-].[Na+].Cl[C:22]([O:24][CH2:25][C:26]([Cl:29])([Cl:28])[Cl:27])=[O:23]>CCOC(C)=O>[Cl:27][C:26]([Cl:29])([Cl:28])[CH2:25][O:24][C:22](=[O:23])[NH:1][C:2]1[N:6]([C:7]2[CH:12]=[CH:11][CH:10]=[C:9]([CH2:13][OH:14])[CH:8]=2)[N:5]=[C:4]([C:15]([CH3:18])([CH3:17])[CH3:16])[CH:3]=1 |f:1.2|. Procedure: To a bi-phasic mixture of Intermediate 29b (737 mg, 3.00 mmol) in EtOAc (22.5 mL) and 1N NaOH solution (8.11 mL, 8.11 mmol) at 0° C. was added 2,2,2-trichloroethyl chloroformate (0.45 mL, 3.30 mmol) and the mixture stirred for 1.25 h. The layers were separated and the organic layer was washed with brine, dried and concentrated in vacuo to give the title compound as an off-white solid (1.26 g, 99%). LCMS (Method 3): Rt 4.00 min, m/z 420, 422 [MH+]. Reactants: OC1=CC=2C=C3N(C2C=C1)CCC3CC(=O)OC(C)(C)C (tert-Butyl 2-(7-hydroxy-2,3-dihydro-1H-pyrrolo[1,2-a]indol-1-yl)acetate), O (water), C([O-])([O-])=O.[Cs+].[Cs+] (cesium carbonate), ClCC=1C=CC(=C(C#N)C1)OC(C)C (5-(chloromethyl)-2-isopropoxybenzonitrile). The solvent is CN(C)C=O (DMF). Reaction conditions: temperature 60 celsius. Yields the product C(#N)C=1C=C(COC2=CC=3C=C4N(C3C=C2)CCC4CC(=O)OC(C)(C)C)C=CC1OC(C)C (tert-Butyl 2-(7-(3-Cyano-4-isopropoxybenzyloxy)-2,3-dihydro-1H-pyrrolo[1,2-a]indol-1-yl)acetate). Yield: 65.4%. As a reaction SMILES: [OH:1][C:2]1[CH:10]=[CH:9][C:8]2[N:7]3[CH2:11][CH2:12][CH:13]([CH2:14][C:15]([O:17][C:18]([CH3:21])([CH3:20])[CH3:19])=[O:16])[C:6]3=[CH:5][C:4]=2[CH:3]=1.C(=O)([O-])[O-].[Cs+].[Cs+].Cl[CH2:29][C:30]1[CH:31]=[CH:32][C:33]([O:38][CH:39]([CH3:41])[CH3:40])=[C:34]([CH:37]=1)[C:35]#[N:36].O>CN(C=O)C>[C:35]([C:34]1[CH:37]=[C:30]([CH:31]=[CH:32][C:33]=1[O:38][CH:39]([CH3:41])[CH3:40])[CH2:29][O:1][C:2]1[CH:10]=[CH:9][C:8]2[N:7]3[CH2:11][CH2:12][CH:13]([CH2:14][C:15]([O:17][C:18]([CH3:21])([CH3:20])[CH3:19])=[O:16])[C:6]3=[CH:5][C:4]=2[CH:3]=1)#[N:36] |f:1.2.3|. Reported procedure: tert-Butyl 2-(7-hydroxy-2,3-dihydro-1H-pyrrolo[1,2-a]indol-1-yl)acetate (0.287 g, 1.000 mmol), cesium carbonate (0.489 g, 1.500 mmol) and 5-(chloromethyl)-2-isopropoxybenzonitrile (0.315 g, 1.500 mmol) were taken up in DMF (2.0 mL) and heated to 60° C. for 16 h in a 20 mL sealed scintillation vial. The reaction was cooled down to room temperature and poured into water and extracted into ether (2×5 mL). The organic layers were combined and washed with water (3×5 mL), saturated NaCl (1×5 mL), drie...